The task is: describe an organic reaction: reactants, conditions, products, and yield. This data is from the Open Reaction Database (ORD), a public repository of structured organic reaction records. Starting materials: C(#N)C=1C=C2C(C3=C(C=CN2C1)C=CC=C3)=O (2-Cyano-11H-pyrrolo[2,1-b][3]benzazepin-11-one), C(=O)O (formic acid). The reagents and catalysts are [Al].[Ni] (nickel-aluminum alloy). Yields the product C(=O)C=1C=C2C(C3=C(C=CN2C1)C=CC=C3)=O (2-formyl-11H-pyrrolo[2,1-b][3]benzazepin-11-one). RXN SMILES: [C:1]([C:3]1[CH:4]=[C:5]2[N:11]([CH:12]=1)[CH:10]=[CH:9][C:8]1[CH:13]=[CH:14][CH:15]=[CH:16][C:7]=1[C:6]2=[O:17])#N.C(O)=[O:19]>[Al].[Ni]>[CH:1]([C:3]1[CH:4]=[C:5]2[N:11]([CH:12]=1)[CH:10]=[CH:9][C:8]1[CH:13]=[CH:14][CH:15]=[CH:16][C:7]=1[C:6]2=[O:17])=[O:19] |f:2.3|. Procedure details: 2-Cyano-11H-pyrrolo[2,1-b][3]benzazepin-11-one (222 mg.) and 222 mg. nickel-aluminum alloy in 2 ml. 75% formic acid is refluxed for 11/2 hours. The solid is filtered off and washed with ethanol. The filtrate is diluted with 50 ml. water and extracted twice with 50 ml. methylene chloride. The organic layer is washed with water, 5% sodium bicarbonate and with water; it is then dried over magnesium sulfate and evaporated to dryness. Addition of ether induces crystallization and the crystals are fil... The reactants are C(O)([O-])=O.[Na+] (sodium hydrogen carbonate), C1(=CC=CC=C1)C(O)C=1C=NC=CC1 (phenyl-(3-pyridyl)methanol), CC1=C(O)C=C(C(=C1C)O)C (2,3,5-trimethylhydroquinone), S(O)(O)(=O)=O (sulfuric acid). Solvent: ClCCl (dichloromethane). The product is CC1=C(C(C(=C(C1=O)C)C)=O)C(C=1C=NC=CC1)C1=CC=CC=C1 (3,5,6-trimethyl-2-[phenyl-(3-pyridyl)methyl]-1,4-benzoquinone). The yield is 72.9%. RXN SMILES: [C:1]1([CH:7]([C:9]2[CH:10]=[N:11][CH:12]=[CH:13][CH:14]=2)O)[CH:6]=[CH:5][CH:4]=[CH:3][CH:2]=1.[CH3:15][C:16]1[C:22]([CH3:23])=[C:21]([OH:24])[C:20]([CH3:25])=[CH:19][C:17]=1[OH:18].S(=O)(=O)(O)O.C(=O)([O-])O.[Na+]>ClCCl>[CH3:25][C:20]1[C:21](=[O:24])[C:22]([CH3:23])=[C:16]([CH3:15])[C:17](=[O:18])[C:19]=1[CH:7]([C:1]1[CH:6]=[CH:5][CH:4]=[CH:3][CH:2]=1)[C:9]1[CH:10]=[N:11][CH:12]=[CH:13][CH:14]=1 |f:3.4|. Procedure: To a solution of 1.0 g (5.4 mmol) of phenyl-(3-pyridyl)methanol and 823 mg (5.4 mmol) of 2,3,5-trimethylhydroquinone in 15 ml of dichloromethane, 0.5 ml (9.4 mmol) of concentrated sulfuric acid was added, and refluxed by heating for 2 hours. The reaction mixture was made weakly alkaline with a saturated aqueous solution of sodium hydrogen carbonate, from which the organic phase was separated while the aqueous phase was extracted with chloroform and the extract was combined with the organic phase... The product is Cc1ccc(S(=O)(=O)N2C(c3ccc(F)cc3)CCC2c2nnn(C)n2)cc1. RXN SMILES: [C:28](=[O:29])([O-:30])[O-:31].[C:42]([O:43][CH2:44][CH3:45])(=[O:46])[CH3:47].[CH3:34][I:35].[CH3:36][CH2:37][CH2:38][CH2:39][CH2:40][CH3:41].[CH3:48][C:49](=[O:50])[CH3:51].[F:1][c:2]1[cH:3][cH:4][c:5]([CH:8]2[CH2:9][CH2:10][CH:11]([c:23]3[n:24][n:25][nH:26][n:27]3)[N:12]2[S:13](=[O:14])(=[O:15])[c:16]2[cH:17][cH:18][c:19]([CH3:22])[cH:20][cH:21]2)[cH:6][cH:7]1.[K+:32].[K+:33]>>[F:1][c:2]1[cH:3][cH:4][c:5]([CH:8]2[CH2:9][CH2:10][CH:11]([c:23]3[n:24][n:25][n:26]([CH3:28])[n:27]3)[N:12]2[S:13](=[O:14])(=[O:15])[c:16]2[cH:17][cH:18][c:19]([CH3:22])[cH:20][cH:21]2)[cH:6][cH:7]1. Reactants: O=C([O-])[O-], CCOC(C)=O, CI, CCCCCC, CC(C)=O, Cc1ccc(S(=O)(=O)N2C(c3ccc(F)cc3)CCC2c2nn[nH]n2)cc1, [K+], [K+]. The reactants are CCc1c(-c2ccc(OCc3ccccc3)cc2)c2cc(C(=O)OC)c3cccc1n32, CO, ClCCl, [K+], [OH-], O. The product is CCc1c(-c2ccc(OCc3ccccc3)cc2)c2cc(C(=O)O)c3cccc1n32. Reaction SMILES: [CH2:1]([c:2]1[cH:3][cH:4][cH:5][cH:6][cH:7]1)[O:8][c:9]1[cH:10][cH:11][c:12](-[c:15]2[c:16]([CH2:30][CH3:31])[c:17]3[n:18]4[c:19]2[cH:20][c:21]([C:26](=[O:27])[O:28][CH3:29])[c:22]4[cH:23][cH:24][cH:25]3)[cH:13][cH:14]1.[CH3:37][OH:38].[Cl:34][CH2:35][Cl:36].[K+:33].[OH-:32].[OH2:39]>>[CH2:1]([c:2]1[cH:3][cH:4][cH:5][cH:6][cH:7]1)[O:8][c:9]1[cH:10][cH:11][c:12](-[c:15]2[c:16]([CH2:30][CH3:31])[c:17]3[n:18]4[c:19]2[cH:20][c:21]([C:26](=[O:27])[OH:28])[c:22]4[cH:23][cH:24][cH:25]3)[cH:13][cH:14]1. Starting materials: Cc1ccc(S(=O)(=O)O)cc1, Cc1ccc(S(=O)(=O)O)cc1, O=S(=O)(CCCN1CCOCC1)c1ccc(Cl)c(S(=O)(=O)CCCN2CCOCC2)c1, Cl, [Na+], N=C(N)SCCCN1CCOCC1, [OH-], O. Yields the product O=S(=O)(CCCN1CCOCC1)c1ccc(SCCCN2CCOCC2)c(S(=O)(=O)CCCN2CCOCC2)c1. RXN SMILES: [CH3:12][c:13]1[cH:14][cH:15][c:16]([S:17]([OH:18])(=[O:19])=[O:20])[cH:21][cH:22]1.[CH3:1][c:2]1[cH:3][cH:4][c:5]([S:6]([OH:7])(=[O:8])=[O:9])[cH:10][cH:11]1.[Cl:23][c:24]1[c:25]([S:42](=[O:43])(=[O:44])[CH2:45][CH2:46][CH2:47][N:48]2[CH2:49][CH2:50][O:51][CH2:52][CH2:53]2)[cH:26][c:27]([S:30](=[O:31])(=[O:32])[CH2:33][CH2:34][CH2:35][N:36]2[CH2:37][CH2:38][O:39][CH2:40][CH2:41]2)[cH:28][cH:29]1.[ClH:54].[Na+:69].[O:55]1[CH2:56][CH2:57][N:58]([CH2:61][CH2:62][CH2:63][S:64][C:65](=[NH:66])[NH2:67])[CH2:59][CH2:60]1.[OH-:68].[OH2:70]>>[c:24]1([S:64][CH2:63][CH2:62][CH2:61][N:58]2[CH2:57][CH2:56][O:55][CH2:60][CH2:59]2)[c:25]([S:42](=[O:43])(=[O:44])[CH2:45][CH2:46][CH2:47][N:48]2[CH2:49][CH2:50][O:51][CH2:52][CH2:53]2)[cH:26][c:27]([S:30](=[O:31])(=[O:32])[CH2:33][CH2:34][CH2:35][N:36]2[CH2:37][CH2:38][O:39][CH2:40][CH2:41]2)[cH:28][cH:29]1. The reactants are COC(=O)CCCc1ccc(CBr)cc1, CC#N, c1cc(N2CCNCC2)ccn1. Product: COC(=O)CCCc1ccc(CN2CCN(c3ccncc3)CC2)cc1. Reaction SMILES: [Br:13][CH2:14][c:15]1[cH:16][cH:17][c:18]([CH2:21][CH2:22][CH2:23][C:24](=[O:25])[O:26][CH3:27])[cH:19][cH:20]1.[CH3:28][C:29]#[N:30].[n:1]1[cH:2][cH:3][c:4]([N:7]2[CH2:8][CH2:9][NH:10][CH2:11][CH2:12]2)[cH:5][cH:6]1>>[n:1]1[cH:2][cH:3][c:4]([N:7]2[CH2:8][CH2:9][N:10]([CH2:14][c:15]3[cH:16][cH:17][c:18]([CH2:21][CH2:22][CH2:23][C:24](=[O:25])[O:26][CH3:27])[cH:19][cH:20]3)[CH2:11][CH2:12]2)[cH:5][cH:6]1. Reactants: CN1N=CC=C1N(C(=O)OCC(Cl)(Cl)Cl)C(=O)OCC(Cl)(Cl)Cl (bis(2,2,2-trichloroethyl) (1-methyl-1H-pyrazol-5-yl)imidodicarbonate), C1(=CC=CC=C1)C=1N=C(SC1)N1CCNCC1 (1-(4-phenyl-1,3-thiazol-2-yl)piperazine), C(C)(C)N(CC)C(C)C (diisopropylethylamine), CS(=O)C (dimethylsulfoxide). Run in O (water). Product: CN1N=CC=C1NC(=O)N1CCN(CC1)C=1SC=C(N1)C1=CC=CC=C1 (N-(1-Methyl-1H-pyrazol-5-yl]-4-(4-phenyl-1,3-thiazol-2-yl)piperazine-1-carboxamide). Isolated yield 33.3%. As a reaction SMILES: [CH3:1][N:2]1[C:6]([N:7]([C:16]([O:18]CC(Cl)(Cl)Cl)=O)C(OCC(Cl)(Cl)Cl)=O)=[CH:5][CH:4]=[N:3]1.[C:24]1([C:30]2[N:31]=[C:32]([N:35]3[CH2:40][CH2:39][NH:38][CH2:37][CH2:36]3)[S:33][CH:34]=2)[CH:29]=[CH:28][CH:27]=[CH:26][CH:25]=1.C(N(C(C)C)CC)(C)C.CS(C)=O>O>[CH3:1][N:2]1[C:6]([NH:7][C:16]([N:38]2[CH2:39][CH2:40][N:35]([C:32]3[S:33][CH:34]=[C:30]([C:24]4[CH:29]=[CH:28][CH:27]=[CH:26][CH:25]=4)[N:31]=3)[CH2:36][CH2:37]2)=[O:18])=[CH:5][CH:4]=[N:3]1. Procedure: A solution of bis(2,2,2-trichloroethyl) (1-methyl-1H-pyrazol-5-yl)imidodicarbonate (200 mg, 0.447 mmol), 1-(4-phenyl-1,3-thiazol-2-yl)piperazine (180 mg, 0.734 mmol), diisopropylethylamine (0.129 ml, 0.734 mmol) and dimethylsulfoxide (2 ml) was stirred at 70° C. for 12 hours, the reaction mixture was poured into water and the mixture was extracted with ethyl acetate. The extract was washed with water and dried over anhydrous magnesium sulfate. The solvent was distilled off under reduced pressure...